Task: describe an organic reaction: reactants, conditions, products, and yield. Dataset: the Open Reaction Database (ORD), a public repository of structured organic reaction records The reactants are OCCCCO, Cc1ccccc1, ClCc1ccccc1, [Na+], [OH-], O. Product: OCCCCOCc1ccccc1. RXN SMILES: [CH2:8]([CH2:9][CH2:10][CH2:11][OH:12])[OH:13].[CH3:1][c:2]1[cH:3][cH:4][cH:5][cH:6][cH:7]1.[Cl:16][CH2:17][c:18]1[cH:19][cH:20][cH:21][cH:22][cH:23]1.[Na+:15].[OH-:14].[OH2:24]>>[CH2:1]([c:2]1[cH:3][cH:4][cH:5][cH:6][cH:7]1)[O:12][CH2:11][CH2:10][CH2:9][CH2:8][OH:13]. Starting materials: COC(=O)C(C)(C)CCCCCCCCCCCC(O)(CC(=O)O)CC(=O)O, Cl, [Na+], [OH-]. The product is CC(C)(CCCCCCCCCCCC(O)(CC(=O)O)CC(=O)O)C(=O)O. Reaction SMILES: [C:1](=[O:2])([O:3][CH3:4])[C:5]([CH2:6][CH2:7][CH2:8][CH2:9][CH2:10][CH2:11][CH2:12][CH2:13][CH2:14][CH2:15][CH2:16][C:17]([CH2:18][C:19](=[O:20])[OH:21])([CH2:22][C:23](=[O:24])[OH:25])[OH:26])([CH3:27])[CH3:28].[ClH:29].[Na+:31].[OH-:30]>>[C:1](=[O:2])([OH:3])[C:5]([CH2:6][CH2:7][CH2:8][CH2:9][CH2:10][CH2:11][CH2:12][CH2:13][CH2:14][CH2:15][CH2:16][C:17]([CH2:18][C:19](=[O:20])[OH:21])([CH2:22][C:23](=[O:24])[OH:25])[OH:26])([CH3:27])[CH3:28]. Product: COc1ccc(-c2nc(Sc3ncccn3)[nH]c2-c2ccc(OC)cc2)cc1. The reactants are COc1ccc(-c2nc(S)[nH]c2-c2ccc(OC)cc2)cc1, CN(C)C=O, Clc1ncccn1, [Cu], [H-], [Na+], O. As a reaction SMILES: [CH3:1][O:2][c:3]1[cH:4][cH:5][c:6](-[c:9]2[n:10][c:11]([SH:22])[nH:12][c:13]2-[c:14]2[cH:15][cH:16][c:17]([O:20][CH3:21])[cH:18][cH:19]2)[cH:7][cH:8]1.[CH3:33][N:34]([CH3:35])[CH:36]=[O:37].[Cl:25][c:26]1[n:27][cH:28][cH:29][cH:30][n:31]1.[Cu:38].[H-:23].[Na+:24].[OH2:32]>>[CH3:1][O:2][c:3]1[cH:4][cH:5][c:6](-[c:9]2[nH:10][c:11]([S:22][c:26]3[n:27][cH:28][cH:29][cH:30][n:31]3)[n:12][c:13]2-[c:14]2[cH:15][cH:16][c:17]([O:20][CH3:21])[cH:18][cH:19]2)[cH:7][cH:8]1. Starting materials: C1CO1 (ethylene oxide), C(CCCCC(C)(C)C)(=O)O (neononanoic acid), C1CO1 (ethylene oxide), C1CO1 (ethylene oxide), C=C (ethylene), C1CO1 (ethylene oxide), C1CO1 (ethylene oxide), C1CO1 (ethylene oxide), C1CO1 (ethylene oxide), C1CO1 (ethylene oxide). Reagents/catalysts: selected catalyst. The solvent is stainless steel. Conditions: temperature 100 celsius, time 20 minute. The product is C(CCCCC(C)(C)C)(=O)OCCO (ethylene glycol mononeononanoate). RXN SMILES: [CH2:1]1[O:3][CH2:2]1.[C:4]([OH:14])(=[O:13])[CH2:5][CH2:6][CH2:7][CH2:8][C:9]([CH3:12])([CH3:11])[CH3:10].C=C>>[C:4]([O:14][CH2:1][CH2:2][OH:3])(=[O:13])[CH2:5][CH2:6][CH2:7][CH2:8][C:9]([CH3:10])([CH3:11])[CH3:12]. Procedure: To a one liter stainless steel autoclave, equipped with a mechanical stirrer, heater, cooling coils, automatic temperature controller, and a tared ethylene oxide cylinder, in a series of runs is added 500 grams neononanoic acid and 2.0 g of the selected catalyst. The reactor is heated to approximately 100° C. and a gaseous N2 purge of the reactor is introduced to remove both oxygen and water. With continued N2 purging its temperature of the neo acid/catalyst solution is gradually raised to 150° ... The reactants are C(C)(=O)OC1=CC(=CC=2CC[C@H]3[C@@H]4CCC([C@@]4(C)CC[C@@H]3C12)=O)O (1-Acetoxy-3-hydroxyestra-1,3,5(10)-trien-17-one), CC(=O)C (acetone). Product: C(C)(=O)OC1=CC(=CC=2CC[C@H]3[C@@H]4CCC([C@@]4(C)CC[C@@H]3C12)=O)OC (1-acetoxy-3-methoxyestra-1,3,5(10)-trien-17-one). As a reaction SMILES: [C:1]([O:4][C:5]1[C:22]2[C@@H:21]3[C@H:12]([C@H:13]4[C@@:17]([CH2:19][CH2:20]3)([CH3:18])[C:16](=[O:23])[CH2:15][CH2:14]4)[CH2:11][CH2:10][C:9]=2[CH:8]=[C:7]([OH:24])[CH:6]=1)(=[O:3])[CH3:2].[CH3:25]C(C)=O>>[C:1]([O:4][C:5]1[C:22]2[C@@H:21]3[C@H:12]([C@H:13]4[C@@:17]([CH2:19][CH2:20]3)([CH3:18])[C:16](=[O:23])[CH2:15][CH2:14]4)[CH2:11][CH2:10][C:9]=2[CH:8]=[C:7]([O:24][CH3:25])[CH:6]=1)(=[O:3])[CH3:2]. Procedure details: 1-Acetoxy-3-hydroxyestra-1,3,5(10)-trien-17-one (7.6 g, 23 mM) is added to 600 ml of anhydrous acetone in a 3-neck, 1 liter round bottom flask equipped with condenser, magnetic stirring bar, drying tube and pressure-compensated addition funnel. Dimethyl sulfate (3.2 g, 25 mM) is added and the resulting suspension is refluxed for 16 hrs, and then filtered while still warm. The filter cake is washed repeatedly with anhydrous acetone, and the combined filtrates are evaporated in vacuo. The residue ... As a reaction SMILES: [Cl:1][C:2]1([C:5]2[CH:9]=[C:8]([C:10]([O:12][CH2:13][CH3:14])=[O:11])[N:7]([CH3:15])[N:6]=2)[CH2:4][CH2:3]1.[Cl:16]N1C(=O)CCC1=O>CN(C)C=O.O>[Cl:16][C:9]1[C:5]([C:2]2([Cl:1])[CH2:4][CH2:3]2)=[N:6][N:7]([CH3:15])[C:8]=1[C:10]([O:12][CH2:13][CH3:14])=[O:11]. Yields the product ClC=1C(=NN(C1C(=O)OCC)C)C1(CC1)Cl (Ethyl 4-chloro-3-(1-chlorocyclopropyl)-1-methyl-1H-pyrazole-5-carboxylate). Reaction conditions: temperature 80 celsius. Procedure details: 500 mg (2.19 mmol) of ethyl 3-(1-chlorocyclopropyl)-1-methyl-1H-pyrazole-5-carboxylate are dissolved in 10 ml of N,N-dimethylformamide p.a., and 438 mg (3.28 mmol)) of N-chlorosuccinimide are added. The reaction mixture is heated at 80° C. for 15. The cooled reaction solution is diluted with water and extracted twice with ethyl acetate. The combined organic phases are washed with saturated sodium chloride solution, dried over sodium sulphate and filtered. The solvent is removed under reduced pre... Reactants: ClC1(CC1)C1=NN(C(=C1)C(=O)OCC)C (ethyl 3-(1-chlorocyclopropyl)-1-methyl-1H-pyrazole-5-carboxylate), ClN1C(CCC1=O)=O (N-chlorosuccinimide). The solvent is CN(C=O)C (N,N-dimethylformamide), O (water). Reactants: OC1=CC(=NC=2N1N=CC2)C2CCC(N(C2)C(=O)OC(C)(C)C)C(=O)OC(C)(C)C (Di-tert-butyl 5-(7-hydroxypyrazolo[1,5-a]pyrimidin-5-yl)piperidine-1,2-dicarboxylate), CCN(C(C)C)C(C)C (N,N′-diisopropylethylamine), O=P(Cl)(Cl)Cl (POCl3). Reaction conditions: time 18 hour. Product: ClC1=CC(=NC=2N1N=CC2)C2CCC(N(C2)C(=O)OC(C)(C)C)C(=O)OC(C)(C)C (Di-tert-butyl 5-(7-chloropyrazolo[1,5-a]pyrimidin-5-yl)piperidine-1,2-dicarboxylate). RXN SMILES: O[C:2]1[N:7]2[N:8]=[CH:9][CH:10]=[C:6]2[N:5]=[C:4]([CH:11]2[CH2:16][N:15]([C:17]([O:19][C:20]([CH3:23])([CH3:22])[CH3:21])=[O:18])[CH:14]([C:24]([O:26][C:27]([CH3:30])([CH3:29])[CH3:28])=[O:25])[CH2:13][CH2:12]2)[CH:3]=1.CCN(C(C)C)C(C)C.O=P(Cl)(Cl)[Cl:42]>>[Cl:42][C:2]1[N:7]2[N:8]=[CH:9][CH:10]=[C:6]2[N:5]=[C:4]([CH:11]2[CH2:16][N:15]([C:17]([O:19][C:20]([CH3:23])([CH3:22])[CH3:21])=[O:18])[CH:14]([C:24]([O:26][C:27]([CH3:30])([CH3:29])[CH3:28])=[O:25])[CH2:13][CH2:12]2)[CH:3]=1. Reported procedure: Di-tert-butyl 5-(7-hydroxypyrazolo[1,5-a]pyrimidin-5-yl)piperidine-1,2-dicarboxylate (16.7 mmol, 7.0 g), N,N′-diisopropylethylamine (51.9 mmol, 9.0 ml) and POCl3 (80 mL) were mixed and stirred at room temperature for 18 hours. The solution is concentrated in vacuo and cooled to 0° C. in an ice bath. The reaction is then quenched with sat. NaHCO3(aq) and extracted with DCM (100 mL×3). The combined organics are dried with Na2SO4 and the solvent removed in vacuo. LC-MS: 437 [M+H]. The resulting oil... Starting materials: CCO, [Na+], [OH-], O, CCOC(=O)c1snnc1-c1ccccc1O. Yields the product O=C(O)c1snnc1-c1ccccc1O. As a reaction SMILES: [CH3:18][CH2:19][OH:20].[Na+:22].[OH-:21].[OH2:23].[OH:1][c:2]1[c:3](-[c:8]2[n:9][n:10][s:11][c:12]2[C:13](=[O:14])[O:15][CH2:16][CH3:17])[cH:4][cH:5][cH:6][cH:7]1>>[OH:1][c:2]1[c:3](-[c:8]2[n:9][n:10][s:11][c:12]2[C:13](=[O:14])[OH:15])[cH:4][cH:5][cH:6][cH:7]1.